From a dataset of the Open Reaction Database (ORD), a public repository of structured organic reaction records. describe an organic reaction: reactants, conditions, products, and yield The reactants are O=C(O)c1cc(=O)[nH]c(C2CC2)n1, [O-]Cl, Cl, [Na+], [Na+], [Na+], [Na+], [OH-], O, O=S([O-])[O-]. Yields the product O=C(O)c1nc(C2CC2)[nH]c(=O)c1Cl. Reaction SMILES: [CH:1]1([c:4]2[nH:5][c:6](=[O:13])[cH:7][c:8]([C:10](=[O:11])[OH:12])[n:9]2)[CH2:2][CH2:3]1.[Cl:16][O-:17].[ClH:25].[Na+:15].[Na+:18].[Na+:23].[Na+:24].[OH-:14].[OH2:26].[S:19]([O-:20])([O-:21])=[O:22]>>[CH:1]1([c:4]2[nH:5][c:6](=[O:13])[c:7]([Cl:16])[c:8]([C:10](=[O:11])[OH:12])[n:9]2)[CH2:2][CH2:3]1. Reactants: CCCCC(Cc1ccc(OCCNC(=O)c2ccc(-c3ccccn3)cc2)cc1)C(=O)OCC, [Na+], [OH-]. Yields the product CCCCC(Cc1ccc(OCCNC(=O)c2ccc(-c3ccccn3)cc2)cc1)C(=O)O. RXN SMILES: [CH2:1]([CH2:2][CH2:3][CH3:4])[CH:5]([C:6](=[O:7])[O:8][CH2:9][CH3:10])[CH2:11][c:12]1[cH:13][cH:14][c:15]([O:18][CH2:19][CH2:20][NH:21][C:22]([c:23]2[cH:24][cH:25][c:26](-[c:29]3[n:30][cH:31][cH:32][cH:33][cH:34]3)[cH:27][cH:28]2)=[O:35])[cH:16][cH:17]1.[Na+:37].[OH-:36]>>[CH2:1]([CH2:2][CH2:3][CH3:4])[CH:5]([C:6](=[O:7])[OH:8])[CH2:11][c:12]1[cH:13][cH:14][c:15]([O:18][CH2:19][CH2:20][NH:21][C:22]([c:23]2[cH:24][cH:25][c:26](-[c:29]3[n:30][cH:31][cH:32][cH:33][cH:34]3)[cH:27][cH:28]2)=[O:35])[cH:16][cH:17]1. The reactants are CC1(OCCO1)C1(CC1)/C=C/C(C)=O ((E)-4-[1-(2-Methyl-1,3-dioxolan-2-yl)cyclopropyl]-3-buten-2-one), [H][H] (hydrogen). The reagents and catalysts are [Pt](=O)=O (platinum(IV) oxide). The solvent is C1CCOC1 (THF). Yields the product CC1(OCCO1)C1(CC1)CCC(C)=O (4-[1-(2-Methyl-1,3-dioxolan-2-yl)cyclopropyl]butan-2-one). RXN SMILES: [CH3:1][C:2]1([C:7]2(/[CH:10]=[CH:11]/[C:12](=[O:14])[CH3:13])[CH2:9][CH2:8]2)[O:6][CH2:5][CH2:4][O:3]1.[H][H]>C1COCC1.[Pt](=O)=O>[CH3:1][C:2]1([C:7]2([CH2:10][CH2:11][C:12](=[O:14])[CH3:13])[CH2:9][CH2:8]2)[O:3][CH2:4][CH2:5][O:6]1. Reported procedure: 1.23 g of 153 is dissolved in THF, and 200 mg of platinum(IV) oxide is added in an argon stream. Using a hydrogenating apparatus, it is hydrogenated until no more hydrogen is consumed, flushed with nitrogen, filtered and concentrated by evaporation. The residue is chromatographed on silica gel with ethyl acetate/hexane, whereby 1.19 g of title compound 154 accumulates as a colorless oil. Reactants: COc1ccc2[nH]c(=O)n(C)c(=O)c2c1OC, CC(C)O, O=C1CCC(=O)N1Cl. The product is COc1cc(Cl)c2[nH]c(=O)n(C)c(=O)c2c1OC. RXN SMILES: [CH3:1][O:2][c:3]1[c:4]2[c:5](=[O:17])[n:6]([CH3:16])[c:7](=[O:15])[nH:8][c:9]2[cH:10][cH:11][c:12]1[O:13][CH3:14].[CH:26]([OH:27])([CH3:28])[CH3:29].[Cl:18][N:19]1[C:20](=[O:21])[CH2:22][CH2:23][C:24]1=[O:25]>>[CH3:1][O:2][c:3]1[c:4]2[c:5](=[O:17])[n:6]([CH3:16])[c:7](=[O:15])[nH:8][c:9]2[c:10]([Cl:18])[cH:11][c:12]1[O:13][CH3:14].